Dataset: the Open Reaction Database (ORD), a public repository of structured organic reaction records. Task: describe an organic reaction: reactants, conditions, products, and yield Starting materials: ClC1=C(C=C(C=C1)Cl)[N+](=O)[O-] (1,4-dichloro-2-nitrobenzene), NCCO (2-aminoethanol). Solvent: C(CCC)O (n-butanol). Run at time 8 hour. The product is ClC1=CC(=C(C=C1)NCCO)[N+](=O)[O-] (2-(4-chloro-2-nitrophenylamino)ethanol). The yield is 85.4%. As a reaction SMILES: Cl[C:2]1[CH:7]=[CH:6][C:5]([Cl:8])=[CH:4][C:3]=1[N+:9]([O-:11])=[O:10].[NH2:12][CH2:13][CH2:14][OH:15]>C(O)CCC>[Cl:8][C:5]1[CH:6]=[CH:7][C:2]([NH:12][CH2:13][CH2:14][OH:15])=[C:3]([N+:9]([O-:11])=[O:10])[CH:4]=1. Procedure details: A mixture of 1,4-dichloro-2-nitrobenzene (I-1, Aldrich, Wis.; 38.4 g, 0.2 mol) and 2-aminoethanol (24.4 g, 0.4 mol, 2 eq.) in n-butanol (100 mL) was refluxed overnight. The solvent was evaporated and the residue was dispersed in petrol ether (600 mL) and stirred overnight. The solids were filtered to give intermediate I-2 as a yellow powder (37 g, 86%). 1H-NMR (400 MHz, CDCl3): δ 8.24 (s, 1H), 8.19˜8.20 (d, 1H, J=2.4 Hz), 7.39˜7.42 (dd, 1H, J1=2.4 Hz, J2=9.2 Hz), 6.87˜6.90 (d, 1H, J=9.6 Hz), 3.9... Reactants: CC(C)(C)OC(=O)N1CCC(N2CCC(Cc3c(Cl)cc(-c4ccc(C(=O)O)cc4)cc3Cl)C2=O)CC1, CN1CCOCC1, ClCCl, Cl, FC(F)(F)C1CCNCC1, On1nnc2ccccc21. Product: CC(C)(C)OC(=O)N1CCC(N2CCC(Cc3c(Cl)cc(-c4ccc(C(=O)N5CCC(C(F)(F)F)CC5)cc4)cc3Cl)C2=O)CC1. RXN SMILES: [C:1]([CH3:2])([CH3:3])([CH3:4])[O:5][C:6](=[O:7])[N:8]1[CH2:9][CH2:10][CH:11]([N:14]2[C:15](=[O:37])[CH:16]([CH2:19][c:20]3[c:21]([Cl:36])[cH:22][c:23](-[c:27]4[cH:28][cH:29][c:30]([C:33](=[O:34])[OH:35])[cH:31][cH:32]4)[cH:24][c:25]3[Cl:26])[CH2:17][CH2:18]2)[CH2:12][CH2:13]1.[CH3:59][N:60]1[CH2:61][CH2:62][O:63][CH2:64][CH2:65]1.[Cl:66][CH2:67][Cl:68].[ClH:38].[F:39][C:40]([CH:41]1[CH2:42][CH2:43][NH:44][CH2:45][CH2:46]1)([F:47])[F:48].[OH:49][n:50]1[c:51]2[cH:52][cH:53][cH:54][cH:55][c:56]2[n:57][n:58]1>>[C:1]([CH3:2])([CH3:3])([CH3:4])[O:5][C:6](=[O:7])[N:8]1[CH2:9][CH2:10][CH:11]([N:14]2[C:15](=[O:37])[CH:16]([CH2:19][c:20]3[c:21]([Cl:36])[cH:22][c:23](-[c:27]4[cH:28][cH:29][c:30]([C:33](=[O:34])[N:44]5[CH2:43][CH2:42][CH:41]([C:40]([F:39])([F:47])[F:48])[CH2:46][CH2:45]5)[cH:31][cH:32]4)[cH:24][c:25]3[Cl:26])[CH2:17][CH2:18]2)[CH2:12][CH2:13]1. Starting materials: CS(C)=O, N#C[Na], O, FC(F)(F)c1ccc(Sc2ccccc2)c(CCl)c1. The product is N#CCc1cc(C(F)(F)F)ccc1Sc1ccccc1. Reaction SMILES: [CH3:24][S:25](=[O:26])[CH3:27].[Na:1][C:2]#[N:3].[OH2:23].[c:4]1([S:10][c:11]2[c:12]([CH2:13][Cl:14])[cH:15][c:16]([C:19]([F:20])([F:21])[F:22])[cH:17][cH:18]2)[cH:5][cH:6][cH:7][cH:8][cH:9]1>>[C:2](#[N:3])[CH2:13][c:12]1[c:11]([S:10][c:4]2[cH:5][cH:6][cH:7][cH:8][cH:9]2)[cH:18][cH:17][c:16]([C:19]([F:20])([F:21])[F:22])[cH:15]1. The reactants are ClCCl, O=C(O)C(F)(F)F, CC(C)(C)OC(=O)Cn1nc(CC2CCN(C(=O)C3CC3)C2)n(-c2ccc(-c3ccc4occc4c3)cc2)c1=O. The product is O=C(O)Cn1nc(CC2CCN(C(=O)C3CC3)C2)n(-c2ccc(-c3ccc4occc4c3)cc2)c1=O. As a reaction SMILES: [Cl:48][CH2:49][Cl:50].[OH:1][C:2]([C:3]([F:4])([F:5])[F:6])=[O:7].[o:8]1[cH:9][cH:10][c:11]2[c:12]1[cH:13][cH:14][c:15](-[c:17]1[cH:18][cH:19][c:20](-[n:23]3[c:24]([CH2:37][CH:38]4[CH2:39][N:40]([C:43](=[O:44])[CH:45]5[CH2:46][CH2:47]5)[CH2:41][CH2:42]4)[n:25][n:26]([CH2:29][C:30](=[O:31])[O:32][C:33]([CH3:34])([CH3:35])[CH3:36])[c:27]3=[O:28])[cH:21][cH:22]1)[cH:16]2>>[o:8]1[cH:9][cH:10][c:11]2[c:12]1[cH:13][cH:14][c:15](-[c:17]1[cH:18][cH:19][c:20](-[n:23]3[c:24]([CH2:37][CH:38]4[CH2:39][N:40]([C:43](=[O:44])[CH:45]5[CH2:46][CH2:47]5)[CH2:41][CH2:42]4)[n:25][n:26]([CH2:29][C:30](=[O:31])[OH:32])[c:27]3=[O:28])[cH:21][cH:22]1)[cH:16]2. Starting materials: CCOC(C)=O, CO, Cl, c1cc(N2CCOCC2)ccc1C1OCCO1, O. Yields the product O=Cc1ccc(N2CCOCC2)cc1. RXN SMILES: [CH3:20][CH2:21][O:22][C:23](=[O:24])[CH3:25].[CH3:26][OH:27].[ClH:18].[O:1]1[CH:2]([c:6]2[cH:7][cH:8][c:9]([N:12]3[CH2:13][CH2:14][O:15][CH2:16][CH2:17]3)[cH:10][cH:11]2)[O:5][CH2:4][CH2:3]1.[OH2:19]>>[O:1]=[CH:2][c:6]1[cH:7][cH:8][c:9]([N:12]2[CH2:13][CH2:14][O:15][CH2:16][CH2:17]2)[cH:10][cH:11]1.